This data is from the Open Reaction Database (ORD), a public repository of structured organic reaction records. The task is: describe an organic reaction: reactants, conditions, products, and yield Reactants: N=1ON=C2C1C=CC(=C2)OC2=C(C(=O)O)C=CC=N2 (2-(benzo[2,1,3]oxadiazol-5-yloxy)-nicotinic acid), COC(COC1=CC(=C(C=C1)CN)F)=O ((4-aminomethyl-3-fluoro-phenoxy)-acetic acid methyl ester), C(C)(C)(C)OC([C@@H](C)OC1=CC(=C(C=C1)CN)F)=O ((R)-2-(4-aminomethyl-3-fluoro-phenoxy)-propionic acid tert-butyl ester), O1COC2=C1C=CC(=C2)OC2=C(C(=O)O)C=CC=N2 (2-(benzo-[1,3]-dioxol-5-yloxy)-nicotinic acid). The product is C(C)(C)(C)OC([C@@H](C)OC1=CC(=C(C=C1)CNC(=O)C=1C(=NC=CC1)OC1=CC=2C(=NON2)C=C1)F)=O ((R)-2-[4-({[2-(Benzo[2,1,3]oxadiazol-5-yloxy)-pyridine-3-carbonyl]-amino}-methyl)-3-fluoro-phenoxy]-propionic acid tert-butyl ester). Reaction SMILES: [N:1]1[O:2][N:3]=[C:4]2[CH:9]=[C:8]([O:10][C:11]3[N:19]=[CH:18][CH:17]=[CH:16][C:12]=3[C:13]([OH:15])=O)[CH:7]=[CH:6][C:5]=12.[C:20]([O:24][C:25](=[O:38])[C@H:26]([O:28][C:29]1[CH:34]=[CH:33][C:32]([CH2:35][NH2:36])=[C:31]([F:37])[CH:30]=1)[CH3:27])([CH3:23])([CH3:22])[CH3:21].O1C2C=CC(OC3N=CC=CC=3C(O)=O)=CC=2OC1.COC(=O)COC1C=CC(CN)=C(F)C=1>>[C:20]([O:24][C:25](=[O:38])[C@H:26]([O:28][C:29]1[CH:34]=[CH:33][C:32]([CH2:35][NH:36][C:13]([C:12]2[C:11]([O:10][C:8]3[CH:7]=[CH:6][C:5]4=[N:1][O:2][N:3]=[C:4]4[CH:9]=3)=[N:19][CH:18]=[CH:17][CH:16]=2)=[O:15])=[C:31]([F:37])[CH:30]=1)[CH3:27])([CH3:21])([CH3:22])[CH3:23]. Procedure details: The compound of Formula (5.0.30) was prepared in a manner analogous to that described in Preparation 20, substituting 2-(benzo[2,1,3]oxadiazol-5-yloxy)-nicotinic acid and (R)-2-(4-aminomethyl-3-fluoro-phenoxy)-propionic acid tert-butyl ester for the corresponding 2-(benzo-[1,3]-dioxol-5-yloxy)-nicotinic acid and (4-aminomethyl-3-fluoro-phenoxy)-acetic acid methyl ester materials, respectively.